This data is from the Open Reaction Database (ORD), a public repository of structured organic reaction records. The task is: describe an organic reaction: reactants, conditions, products, and yield The reactants are C(C)(C)NCC(C)(N)C (N-1-isopropyl-2-methylpropane-1,2-diamine), C(Cl)(Cl)Cl (chloroform), C(C)C(=O)C (methyl ethyl ketone), [OH-].[Na+] (NaOH). Run at time 16 hour. Product: C(C)(C)N1C(C(NC(C1)(C)C)(C)CC)=O (1-isopropyl-3-ethyl-3,5,5-trimethylpiperazin-2-one). Isolated yield 33.0%. RXN SMILES: [OH-:1].[Na+].[CH:3]([NH:6][CH2:7][C:8]([CH3:11])([NH2:10])[CH3:9])([CH3:5])[CH3:4].[CH:12](Cl)(Cl)Cl.[CH2:16]([C:18]([CH3:20])=O)[CH3:17]>>[CH:3]([N:6]1[CH2:7][C:8]([CH3:11])([CH3:9])[NH:10][C:18]([CH2:16][CH3:17])([CH3:12])[C:20]1=[O:1])([CH3:5])[CH3:4] |f:0.1|. Procedure: 40 g (1 mol) of finely ground NaOH are added, with stirring, to a solution of 24.6 g (0.189 mol) of N-1-isopropyl-2-methylpropane-1,2-diamine (prepared in accordance with M. Senkus.: J. Am. Chem. Soc. 68, 10 (1946)) and 25 ml (0.3 mol) of chloroform in 250 ml (2.77 mol) of methyl ethyl ketone at 10° C. The reaction mixture is stirred for 16 hours at room temperature and is then filtered. The filtrate, concentrated by evaporation in a rotary evaporator, is chromatographed over silica gel with hex... Procedure details: In this example, 4-benzyloxy-2-(11-hydroxyundecyl) quinoline-N-oxide is dissolved in methanol and catalytically reduced with a catalyst of 10% palladium-carbon under the atmospheric pressure. Then, the catalyst is removed therefrom by filtration, and the solvent is also removed therefrom by distillation. The residue is recrystallized from ethanol, whereby the cationed compound is obtained (yield: 57.5%). RXN SMILES: C([O:8][C:9]1[C:18]2[C:13](=[CH:14][CH:15]=[CH:16][CH:17]=2)[N+:12]([O-:19])=[C:11]([CH2:20][CH2:21][CH2:22][CH2:23][CH2:24][CH2:25][CH2:26][CH2:27][CH2:28][CH2:29][CH2:30][OH:31])[CH:10]=1)C1C=CC=CC=1>CO.[C].[Pd]>[OH:8][C:9]1[C:18]2[C:13](=[CH:14][CH:15]=[CH:16][CH:17]=2)[N+:12]([O-:19])=[C:11]([CH2:20][CH2:21][CH2:22][CH2:23][CH2:24][CH2:25][CH2:26][CH2:27][CH2:28][CH2:29][CH2:30][OH:31])[CH:10]=1 |f:2.3|. Isolated yield 57.5%. The reactants are C(C1=CC=CC=C1)OC1=CC(=[N+](C2=CC=CC=C12)[O-])CCCCCCCCCCCO (4-benzyloxy-2-(11-hydroxyundecyl) quinoline-N-oxide). The product is OC1=CC(=[N+](C2=CC=CC=C12)[O-])CCCCCCCCCCCO (4-hydroxy-2-(11-hydroxyundecyl) quinoline-N-oxide). Run in CO (methanol). Reagents/catalysts: [C].[Pd] (palladium-carbon). Reactants: CC(C(=O)O)=CCCC(=CCCC(=CCCC(=CCCC(C)=O)C)C)C (2,6,10,14-tetramethyl-18-oxo-2,6,10,14-nonadecatetraenoic acid), N1CCCC1 (pyrrolidine). The product is CC(C(=O)N1CCCC1)=CCCC(=CCCC(=CCCC(=CCCC(C)=O)C)C)C (N-(2,6,10,14-tetramethyl-18-oxo-2,6,10,14-nonadecatetraenoyl)pyrrolidine). Reaction SMILES: [CH3:1][C:2](=[CH:6][CH2:7][CH2:8][C:9]([CH3:26])=[CH:10][CH2:11][CH2:12][C:13]([CH3:25])=[CH:14][CH2:15][CH2:16][C:17]([CH3:24])=[CH:18][CH2:19][CH2:20][C:21](=[O:23])[CH3:22])[C:3]([OH:5])=O.[NH:27]1[CH2:31][CH2:30][CH2:29][CH2:28]1>>[CH3:1][C:2](=[CH:6][CH2:7][CH2:8][C:9]([CH3:26])=[CH:10][CH2:11][CH2:12][C:13]([CH3:25])=[CH:14][CH2:15][CH2:16][C:17]([CH3:24])=[CH:18][CH2:19][CH2:20][C:21](=[O:23])[CH3:22])[C:3]([N:27]1[CH2:31][CH2:30][CH2:29][CH2:28]1)=[O:5]. Procedure: Starting materials: 2,6,10,14-tetramethyl-18-oxo-2,6,10,14-nonadecatetraenoic acid and pyrrolidine. Starting materials: CC(C)([O-])C.[K+] (potassium tert-butoxide), BrC1=CN=C(S1)C(=O)[C@@H]1CC[C@H](CC1)C(=O)OCC (ethyl trans-4-[(5-bromo-1,3-thiazol-2-yl) carbonyl]cyclohexane-carboxylate). Reagents/catalysts: [Br-].C[P+](C1=CC=CC=C1)(C1=CC=CC=C1)C1=CC=CC=C1 (Methyltriphenylphosphonium bromide). The solvent is [Cl-].[NH4+] (ammonium chloride), C1(=CC=CC=C1)C (toluene), C1(=CC=CC=C1)C (toluene). Reaction conditions: temperature -10 celsius, time 1.5 hour. The product is BrC1=CN=C(S1)C(CC=C)[C@@H]1CC[C@H](CC1)C(=O)OCC (ethyl trans-4-[1-(5-bromo-1,3-thiazol-2-yl)but-3-en-1-yl]cyclohexanecarboxylate). As a reaction SMILES: [CH3:1][C:2](C)([O-])[CH3:3].[K+].[Br:7][C:8]1[S:12][C:11]([C:13]([C@H:15]2[CH2:20][CH2:19][C@H:18]([C:21]([O:23][CH2:24][CH3:25])=[O:22])[CH2:17][CH2:16]2)=O)=[N:10][CH:9]=1>[Br-].C[P+](C1C=CC=CC=1)(C1C=CC=CC=1)C1C=CC=CC=1.C1(C)C=CC=CC=1.[Cl-].[NH4+]>[Br:7][C:8]1[S:12][C:11]([CH:13]([C@H:15]2[CH2:20][CH2:19][C@H:18]([C:21]([O:23][CH2:24][CH3:25])=[O:22])[CH2:17][CH2:16]2)[CH2:3][CH:2]=[CH2:1])=[N:10][CH:9]=1 |f:0.1,3.4,6.7|. Procedure: Methyltriphenylphosphonium bromide (2.58 g, 7.22 mmol), potassium tert-butoxide (0.8248 g, 7.35 mmol) and toluene (24 ml) were combined and heated under reflux for 1 h. Then, the mixture was cooled to −10° C. and ethyl trans-4-[(5-bromo-1,3-thiazol-2-yl) carbonyl]cyclohexane-carboxylate (1.022 g, 2.95 mmol) in 2 ml of toluene was added dropwise. The mixture was stirred between 2° C. to 3° C. for 1.5 h. The reaction was diluted with aqueous saturated ammonium chloride, extracted with EtOAc (2×) a... Starting materials: Title compound 11A, NC1=CC=C(C=C1)N1N=CC=2C1=NC=NC2N (1-(4-amino-phenyl)-1H-pyrazolo[3,4-d]pyrimidin-4-ylamine), S1C=C(C=C1)S(=O)(=O)Cl (3-thiophenesulphonylchloride), C(C)(C)N(CC)C(C)C (diisopropylethylamine), CN(C)C=O (DMF). The solvent is CO (Methanol). Reaction conditions: time 18 hour. The product is NC1=C2C(=NC=N1)N(N=C2)C2=CC=C(C=C2)NS(=O)(=O)C2=CSC=C2 (Thiophene-3-sulfonic acid [4-(4-amino-pyrazolo[3,4-d]pyrimidin-1-yl)-phenyl]-amide). The yield is 17.6%. RXN SMILES: [NH2:1][C:2]1[CH:7]=[CH:6][C:5]([N:8]2[C:12]3=[N:13][CH:14]=[N:15][C:16]([NH2:17])=[C:11]3[CH:10]=[N:9]2)=[CH:4][CH:3]=1.[S:18]1[CH:22]=[CH:21][C:20]([S:23](Cl)(=[O:25])=[O:24])=[CH:19]1.C(N(C(C)C)CC)(C)C.CN(C=O)C>CO>[NH2:17][C:16]1[N:15]=[CH:14][N:13]=[C:12]2[N:8]([C:5]3[CH:6]=[CH:7][C:2]([NH:1][S:23]([C:20]4[CH:21]=[CH:22][S:18][CH:19]=4)(=[O:25])=[O:24])=[CH:3][CH:4]=3)[N:9]=[CH:10][C:11]=12. Procedure details: Title compound 11A, 1-(4-amino-phenyl)-1H-pyrazolo[3,4-d]pyrimidin-4-ylamine (39 mg, 1.0 eq, 0.17 mmol), 3-thiophenesulphonylchloride (31 mg, 1.0 eq, 0.17 mmol) and diisopropylethylamine (30 μl, 1.0 eq, 0.17 mmol) were added to DMF (1 ml) and the mixture was stirred for 18 hours at room temperature under an inert atmosphere. Methanol was then added (1 ml) and the solvents were removed in vacuo. The resultant residue was absorbed onto silica and purified by column chromatography using DCM/MeOH (9...